This data is from the Open Reaction Database (ORD), a public repository of structured organic reaction records. The task is: describe an organic reaction: reactants, conditions, products, and yield The reactants are C1COCCO1, CC(C)(C)OC(=O)NCc1nc(C2CCCCN2S(=O)(=O)c2nc3ccccc3[nH]2)no1. The product is NCc1nc(C2CCCCN2S(=O)(=O)c2nc3ccccc3[nH]2)no1. As a reaction SMILES: [O:33]1[CH2:34][CH2:35][O:36][CH2:37][CH2:38]1.[nH:1]1[c:2]([S:10](=[O:11])(=[O:12])[N:13]2[CH:14]([c:19]3[n:20][o:21][c:22]([CH2:24][NH:25][C:26](=[O:27])[O:28][C:29]([CH3:30])([CH3:31])[CH3:32])[n:23]3)[CH2:15][CH2:16][CH2:17][CH2:18]2)[n:3][c:4]2[c:5]1[cH:6][cH:7][cH:8][cH:9]2>>[n:1]1[c:2]([S:10](=[O:11])(=[O:12])[N:13]2[CH:14]([c:19]3[n:20][o:21][c:22]([CH2:24][NH2:25])[n:23]3)[CH2:15][CH2:16][CH2:17][CH2:18]2)[nH:3][c:4]2[c:5]1[cH:6][cH:7][cH:8][cH:9]2. Reported procedure: In a mixture of 60 ml of tetrahydrofuran and 40 ml of methanol 5.6 g (20 millimoles) of 5-methoxy-7-sec. butoxy-2,2-dimethyl-4-chromanone are dissolved, whereupon 1.5 g (40 millimoles) of sodium tetrahydroborate are added in small portions and the reaction mixture is heated to boiling for 2 hours. The reaction mixture is worked up according to Example 31. The product is purified by column chromatography. Thus 4.4 g of the desired compound are obtained in the form of a light yellow oil, yield 85%... Run at time 2 hour. As a reaction SMILES: CO.[CH3:3][O:4][C:5]1[CH:14]=[C:13]([O:15][CH:16]([CH2:18][CH3:19])[CH3:17])[CH:12]=[C:11]2[C:6]=1[C:7](=O)[CH2:8][C:9]([CH3:21])([CH3:20])[O:10]2.[BH4-].[Na+]>O1CCCC1>[CH3:3][O:4][C:5]1[CH:14]=[C:13]([O:15][CH:16]([CH2:18][CH3:19])[CH3:17])[CH:12]=[C:11]2[C:6]=1[CH:7]=[CH:8][C:9]([CH3:20])([CH3:21])[O:10]2 |f:2.3|. Solvent: O1CCCC1 (tetrahydrofuran). The product is COC1=C2C=CC(OC2=CC(=C1)OC(C)CC)(C)C (5-methoxy-7-sec. butoxy-2,2-dimethyl-2H-chromene). Isolated yield 85.0%. Reactants: CO (methanol), COC1=C2C(CC(OC2=CC(=C1)OC(C)CC)(C)C)=O (5-methoxy-7-sec. butoxy-2,2-dimethyl-4-chromanone), [BH4-].[Na+] (sodium tetrahydroborate). The reactants are COC1=CC=C(C(=O)C2=CC(=CC=C2)C(C2=CC=C(C=C2)OC)=O)C=C1 (1,3-bis-(4-methoxy benzoyl)benzene), CSC.B(F)(F)F (boron trifluoride dimethyl sulfide). Solvent: ClCCl (dichloromethane). Conditions: time 16 hour. The product is OC1=CC=C(C(=O)C2=CC(=CC=C2)C(C2=CC=C(C=C2)OC)=O)C=C1 (1-(4-hydroxybenzoyl)-3-(4-methoxybenzoyl)benzene). Isolated yield 29.7%. Reaction SMILES: [CH3:1][O:2][C:3]1[CH:26]=[CH:25][C:6]([C:7]([C:9]2[CH:14]=[CH:13][CH:12]=[C:11]([C:15](=[O:24])[C:16]3[CH:21]=[CH:20][C:19]([O:22]C)=[CH:18][CH:17]=3)[CH:10]=2)=[O:8])=[CH:5][CH:4]=1.CSC.B(F)(F)F>ClCCl>[OH:22][C:19]1[CH:18]=[CH:17][C:16]([C:15]([C:11]2[CH:12]=[CH:13][CH:14]=[C:9]([C:7](=[O:8])[C:6]3[CH:25]=[CH:26][C:3]([O:2][CH3:1])=[CH:4][CH:5]=3)[CH:10]=2)=[O:24])=[CH:21][CH:20]=1 |f:1.2|. Procedure: To a well-stirred solution of 1,3-bis-(4-methoxybenzoyl)benzene 14 (700 mg, 2.02 mmol) in dichloromethane (25 mL) was added boron trifluoride dimethyl sulfide complex (BF3.SMe2, 10 mL). The reaction was stirred for 16 h at room temperature, and then quenched with water, and extracted with ethyl acetate (3×30 mL). The combined organic layer was washed with brine, dried over Na2SO4 and concentrated under reduced pressure. The resulting crude product was purified using flash chromatography (silica ... Reactants: S(=O)(=O)([O-])S(=O)[O-].[Na+].[Na+] (Sodium metabisulphite), NC1=NN2C(C=N1)=C(N=C2CCC)C (2-amino-5-methyl-7-propylimidazo[5,1-f]-as-triazine). Solvent: O (water), C(C)O (ethanol). The product is NC1=NN2C(C(N1)S(=O)(=O)O)=C(N=C2CCC)C (2-Amino-3,4-dihydro-5-methyl-7-propylimidazo[5,1-f]-as-triazine-4-sulphonic acid). Reaction SMILES: [S:1](S([O-])=O)([O-:4])(=[O:3])=[O:2].[Na+].[Na+].[NH2:10][C:11]1[N:16]=[CH:15][C:14]2=[C:17]([CH3:23])[N:18]=[C:19]([CH2:20][CH2:21][CH3:22])[N:13]2[N:12]=1>O.C(O)C>[NH2:10][C:11]1[NH:16][CH:15]([S:1]([OH:4])(=[O:3])=[O:2])[C:14]2=[C:17]([CH3:23])[N:18]=[C:19]([CH2:20][CH2:21][CH3:22])[N:13]2[N:12]=1 |f:0.1.2|. Procedure details: Sodium metabisulphite (1.5 g.) in water (45 ml.) was added to 2-amino-5-methyl-7-propylimidazo[5,1-f]-as-triazine (Example 4) (1.9 g.) in ethanol (20 ml.). The solid was collected and dried and had m.p. 232°-234°. Procedure: 8.3 parts of 7-diethylamino-3-thiocarbamoylcoumarin and 7 parts of ω-bromo-acetophenone in 30 parts by volume of isopropyl alcohol are boiled with 3 parts of triethylamine for 1 hour. The precipitate is filtered off and washed with isopropyl alcohol and water. 9.1 parts (80.6% of theory) of 7-diethylamino-3-(4-phenylthiazol-2-yl)-coumarin of melting point 127°-130° C. are obtained. Starting materials: C(C)N(C1=CC=C2C=C(C(OC2=C1)=O)C(N)=S)CC (7-diethylamino-3-thiocarbamoylcoumarin), BrCC(=O)C1=CC=CC=C1 (ω-bromo-acetophenone), C(C)(C)O (isopropyl alcohol). Reaction SMILES: [CH2:1]([N:3]([CH2:18][CH3:19])[C:4]1[CH:13]=[C:12]2[C:7]([CH:8]=[C:9]([C:15](=[S:17])[NH2:16])[C:10](=[O:14])[O:11]2)=[CH:6][CH:5]=1)[CH3:2].Br[CH2:21][C:22]([C:24]1[CH:29]=[CH:28][CH:27]=[CH:26][CH:25]=1)=O.C(O)(C)C>C(N(CC)CC)C>[CH2:18]([N:3]([CH2:1][CH3:2])[C:4]1[CH:13]=[C:12]2[C:7]([CH:8]=[C:9]([C:15]3[S:17][CH:21]=[C:22]([C:24]4[CH:29]=[CH:28][CH:27]=[CH:26][CH:25]=4)[N:16]=3)[C:10](=[O:14])[O:11]2)=[CH:6][CH:5]=1)[CH3:19]. The yield is 80.6%. Yields the product C(C)N(C1=CC=C2C=C(C(OC2=C1)=O)C=1SC=C(N1)C1=CC=CC=C1)CC (7-diethylamino-3-(4-phenylthiazol-2-yl)-coumarin). Solvent: C(C)N(CC)CC (triethylamine). Reactants: [H-].C(C(C)C)[Al+]CC(C)C (Diisobutylaluminum hydride), C(C)C(C(=O)OCC)=C(C1=CC=C(C=C1)F)C1=CC=C(C=C1)F (ethyl 2-ethyl-3,3-bis(4-fluorophenyl)propenoate), Cl (hydrochloric acid). The solvent is C(Cl)Cl (methylene chloride). Reaction conditions: time 3 hour. Product: C(C)C(CO)=C(C1=CC=C(C=C1)F)C1=CC=C(C=C1)F (2-Ethyl-3,3-bis(4-fluorophenyl)-2-propenol). Isolated yield 97.0%. Reaction SMILES: [H-].C([Al+]CC(C)C)C(C)C.[CH2:11]([C:13](=[C:19]([C:27]1[CH:32]=[CH:31][C:30]([F:33])=[CH:29][CH:28]=1)[C:20]1[CH:25]=[CH:24][C:23]([F:26])=[CH:22][CH:21]=1)[C:14](OCC)=[O:15])[CH3:12].Cl>C(Cl)Cl>[CH2:11]([C:13](=[C:19]([C:20]1[CH:21]=[CH:22][C:23]([F:26])=[CH:24][CH:25]=1)[C:27]1[CH:32]=[CH:31][C:30]([F:33])=[CH:29][CH:28]=1)[CH2:14][OH:15])[CH3:12] |f:0.1|. Procedure: Diisobutylaluminum hydride (79 mL of 1M solution, 79 mmol) was added to a solution of ethyl 2-ethyl-3,3-bis(4-fluorophenyl)propenoate (8.3 g, 26.3 mmol) in 150 mL of methylene chloride at -70° C. After stirring for 3 hours, the mixture was hydrolyzed by adding 2N hydrochloric acid. The aqueous fraction was separated and extracted with methylene chloride. The combined organic fractions were dried with magnesium sulfate and concentrated in vacuo to give 7 g of the title compound as an oil; MS(CI):...